This data is from the Open Reaction Database (ORD), a public repository of structured organic reaction records. The task is: describe an organic reaction: reactants, conditions, products, and yield Starting materials: C(C)(C)(C)OC(NC1=C(C=C(C=C1)I)[N+](=O)[O-])=O ((4-Iodo-2-nitro-phenyl)-carbamic acid tert.-butyl ester), ClC1=C(C=CC=C1)C#C (2-chlorophenylacetylene). Product: C(C)(C)(C)OC(NC1=C(C=C(C=C1)C#CC1=C(C=CC=C1)Cl)[N+](=O)[O-])=O ([4-(2-Chloro-phenylethynyl)-2-nitro-phenyl]-carbamic acid tert.-butyl ester). Isolated yield 96.6%. As a reaction SMILES: [C:1]([O:5][C:6](=[O:18])[NH:7][C:8]1[CH:13]=[CH:12][C:11](I)=[CH:10][C:9]=1[N+:15]([O-:17])=[O:16])([CH3:4])([CH3:3])[CH3:2].[Cl:19][C:20]1[CH:25]=[CH:24][CH:23]=[CH:22][C:21]=1[C:26]#[CH:27]>>[C:1]([O:5][C:6](=[O:18])[NH:7][C:8]1[CH:13]=[CH:12][C:11]([C:27]#[C:26][C:21]2[CH:22]=[CH:23][CH:24]=[CH:25][C:20]=2[Cl:19])=[CH:10][C:9]=1[N+:15]([O-:17])=[O:16])([CH3:4])([CH3:3])[CH3:2]. Reported procedure: Prepared from (4-iodo-2-nitro-phenyl)-carbamic acid tert.-butyl ester (Example A1) (1.82 g, 5.0 mmol) and 2-chlorophenylacetylene (1.02 g, 7.5 mmol) according to the general procedure F. Obtained as a yellow solid (1.8 g). Reactants: CCC(=O)Nc1c(C)nn2c(-c3ccc(Cl)cc3Cl)c(C)oc12, [H-], CCCI, [Na+], CN(C)C=O. Product: CCCN(C(=O)CC)c1c(C)nn2c(-c3ccc(Cl)cc3Cl)c(C)oc12. RXN SMILES: [C:1]([CH2:2][CH3:3])(=[O:4])[NH:5][c:6]1[c:7]([CH3:23])[n:8][n:9]2[c:10]1[o:11][c:12]([CH3:22])[c:13]2-[c:14]1[c:15]([Cl:21])[cH:16][c:17]([Cl:20])[cH:18][cH:19]1.[H-:25].[I:26][CH2:27][CH2:28][CH3:29].[Na+:24].[O:30]=[CH:31][N:32]([CH3:33])[CH3:34]>>[C:1]([CH2:2][CH3:3])(=[O:4])[N:5]([c:6]1[c:7]([CH3:23])[n:8][n:9]2[c:10]1[o:11][c:12]([CH3:22])[c:13]2-[c:14]1[c:15]([Cl:21])[cH:16][c:17]([Cl:20])[cH:18][cH:19]1)[CH2:27][CH2:28][CH3:29]. The reactants are [Al+3], Cc1ccc(CCOCC(=O)O)cc1, [H-], [H-], [H-], [H-], [Li+]. Product: Cc1ccc(CCOCCO)cc1. As a reaction SMILES: [Al+3:16].[CH3:1][c:2]1[cH:3][cH:4][c:5]([CH2:8][CH2:9][O:10][CH2:11][C:12](=[O:13])[OH:14])[cH:6][cH:7]1.[H-:15].[H-:18].[H-:19].[H-:20].[Li+:17]>>[CH3:1][c:2]1[cH:3][cH:4][c:5]([CH2:8][CH2:9][O:10][CH2:11][CH2:12][OH:13])[cH:6][cH:7]1. Starting materials: C=O (formaldehyde), C(C1=CC=CC=C1)OC(=O)N[C@H]1COC2=C(C=3N(C1)C1=C(C3C3CCCCC3)SC(=C1C)C(=O)OC)C=CC=C2 (Methyl (7R)-7-{[(benzyloxy)carbonyl]amino}-13-cyclohexyl-10-methyl-7,8-dihydro-6H-thieno[2′,3′:4,5]pyrrolo[1,2-e][1,5]benzoxazocine-11-carboxylate), CCOC(=O)C.CO (EtOAc MeOH), [BH3-]C#N.[Na+] (NaCNBH3). Solvent: CC(=O)O (AcOH), O (water), C(Cl)Cl (DCM), C(Cl)Cl (DCM). Conditions: temperature 40 celsius, time 4 hour. Product: C1(CCCCC1)C=1C2=C(N3C[C@H](COC4=C(C31)C=CC=C4)N(C)C)C(=C(S2)C(=O)O)C ((7R)-13-cyclohexyl-7-(dimethylamino)-10-methyl-7,8-dihydro-6H-thieno[2′,3′:4,5]pyrrolo[1,2-e][1,5]benzoxazocine-11-carboxylic acid). The yield is 68.0%. As a reaction SMILES: C(O[C:9]([NH:11][C@@H:12]1[CH2:19][N:18]2[C:20]3[C:31]([CH3:32])=[C:30]([C:33]([O:35]C)=[O:34])[S:29][C:21]=3[C:22]([CH:23]3[CH2:28][CH2:27][CH2:26][CH2:25][CH2:24]3)=[C:17]2[C:16]2[CH:37]=[CH:38][CH:39]=[CH:40][C:15]=2[O:14][CH2:13]1)=O)C1C=CC=CC=1.[CH3:41]COC(C)=O.CO.C=O.[BH3-]C#N.[Na+]>C(Cl)Cl.O.CC(O)=O>[CH:23]1([C:22]2[C:21]3[S:29][C:30]([C:33]([OH:35])=[O:34])=[C:31]([CH3:32])[C:20]=3[N:18]3[C:17]=2[C:16]2[CH:37]=[CH:38][CH:39]=[CH:40][C:15]=2[O:14][CH2:13][C@H:12]([N:11]([CH3:41])[CH3:9])[CH2:19]3)[CH2:24][CH2:25][CH2:26][CH2:27][CH2:28]1 |f:1.2,4.5|. Procedure: Methyl (7R)-7-{[(benzyloxy)carbonyl]amino}-13-cyclohexyl-10-methyl-7,8-dihydro-6H-thieno[2′,3′:4,5]pyrrolo[1,2-e][1,5]benzoxazocine-11-carboxylate was dissolved EtOAc/MeOH and the solution (0.014M) was degassed. Pd/C was added and hydrogen atmosphere was applied. The mixture was left stirring under hydrogen atmosphere for 4 h. The mixture was filtered and evaporated i. vac. The residual material was lyophilised from MeCN/water to give a colourless powder. This material was dissolved in DCM (0.05... Starting materials: CN1C(C(=NC(=C1)C1=C(C(=CC=C1)NC(=O)C1=CC2=C(S1)CCCC2)C)[O-])=O.[Na+] (Sodium 4-methyl-6-(2-methyl-3-(4,5,6,7-tetrahydrobenzo[b]thiophene-2-carboxamido)phenyl)-3-oxo-3,4-dihydropyrazin-2-olate), C([O-])([O-])=O.[K+].[K+] (potassium carbonate), P(=O)(Br)(Br)Br (phosphorous oxybromide), CN(C=O)C (N,N-dimethylformamide). Solvent: C(Cl)Cl (methylene chloride), C(Cl)Cl (methylene chloride). Product: BrC=1C(N(C=C(N1)C=1C(=C(C=CC1)NC(=O)C1=CC2=C(S1)CCCC2)C)C)=O (N-(3-(6-Bromo-4-methyl-5-oxo-4,5-dihydropyrazin-2-yl)-2-methylphenyl)-4,5,6,7-tetrahydrobenzo[b]thiophene-2-carboxamide). Isolated yield 49.9%. As a reaction SMILES: [CH3:1][N:2]1[CH:7]=[C:6]([C:8]2[CH:13]=[CH:12][CH:11]=[C:10]([NH:14][C:15]([C:17]3[S:21][C:20]4[CH2:22][CH2:23][CH2:24][CH2:25][C:19]=4[CH:18]=3)=[O:16])[C:9]=2[CH3:26])[N:5]=[C:4]([O-])[C:3]1=[O:28].[Na+].P(Br)(Br)([Br:32])=O.CN(C)C=O.C(=O)([O-])[O-].[K+].[K+]>C(Cl)Cl>[Br:32][C:4]1[C:3](=[O:28])[N:2]([CH3:1])[CH:7]=[C:6]([C:8]2[C:9]([CH3:26])=[C:10]([NH:14][C:15]([C:17]3[S:21][C:20]4[CH2:22][CH2:23][CH2:24][CH2:25][C:19]=4[CH:18]=3)=[O:16])[CH:11]=[CH:12][CH:13]=2)[N:5]=1 |f:0.1,4.5.6|. Procedure: A 250-mL single-neck round-bottomed flask equipped with a magnetic stirrer and reflux condenser was purged with nitrogen and charged with 10 (6.55 g, 15.7 mmol) and anhydrous methylene chloride (60 mL). To the resulting suspension phosphorous oxybromide (9.95 g, 34.3 mmol) and N,N-dimethylformamide (190 mg, 2.60 mmol) were added and the reaction was then heated at reflux for 4 h. After this time the reaction mixture was poured into a 10% aqueous potassium carbonate solution (100 mL) and methylen...